This data is from the Open Reaction Database (ORD), a public repository of structured organic reaction records. The task is: describe an organic reaction: reactants, conditions, products, and yield Product: CN(C)CCCC#Cc1cnc(N)nc1. Reaction SMILES: [C:1]([O:2][C:3](=[O:4])[NH:7][c:8]1[n:9][cH:10][c:11]([C:14]#[C:15][CH2:16][CH2:17][CH2:18][N:19]([CH3:20])[CH3:21])[cH:12][n:13]1)([CH3:5])([CH3:6])[CH3:22].[Cl:30][CH2:31][Cl:32].[F:23][C:24]([F:25])([F:26])[C:27]([OH:28])=[O:29]>>[NH2:7][c:8]1[n:9][cH:10][c:11]([C:14]#[C:15][CH2:16][CH2:17][CH2:18][N:19]([CH3:20])[CH3:21])[cH:12][n:13]1. The reactants are CN(C)CCCC#Cc1cnc(NC(=O)OC(C)(C)C)nc1, ClCCl, O=C(O)C(F)(F)F. Starting materials: α,α'-azobis-2,4-dimethylvaleronitrile, polyvinyl alcohol, C(C)(=O)OC=C (vinyl acetate), C(=C)Cl (vinyl chloride), C(=C)Cl (vinyl chloride), SCCO (2-mercaptoethanol). Run in O (water). Yields the product CC(=O)OC=C.C=CCl (vinyl chloride-vinyl acetate copolymer). RXN SMILES: [CH:1]([Cl:3])=[CH2:2].[C:4]([O:7][CH:8]=[CH2:9])(=[O:6])[CH3:5].SCCO>O>[CH3:5][C:4]([O:7][CH:8]=[CH2:9])=[O:6].[CH2:2]=[CH:1][Cl:3] |f:4.5|. Procedure: 30 kg of deionized water, 20 g of partially saponified polyvinyl alcohol, a monomer mixture composed of 12.7 kg of vinyl chloride monomer and 2.3 kg of vinyl chloride monomer and 2,3 kg of vinyl acetate monomer and 7.5 g of α,α'-azobis-2,4-dimethylvaleronitrile were introduced into the same reactor used in Example 4. The polymerization reaction was begun and when the monomer conversion reached 12%, 15.0 g of 2-mercaptoethanol were added to the polymerization mixture and the polymerization reacti... Reactants: C(CCC)[Sn](CCCC)=O (di-n-butyltin oxide), anhydride, C1(\C=C/C(=O)O1)=O (maleic anhydride), C(CCC)[Sn](CCCC)=O (di-n-butyltin oxide), [Sn] (tin), C(CCC)[Sn](CCCC)=O (di-n-butyltin oxide), [Sn] (tin), C1(\C=C/C(=O)O1)=O (maleic anhydride), C1(\C=C/C(=O)O1)=O (maleic anhydride), resultant mixture. The solvent is O (water), O (water). Conditions: temperature 50 celsius. Product: C(\C=C/C(=O)[O-])(=O)[O-].C(CCC)[Sn+2]CCCC (Dibutyltin Maleate). As a reaction SMILES: [CH2:1]([Sn:5](=[O:10])[CH2:6][CH2:7][CH2:8][CH3:9])[CH2:2][CH2:3][CH3:4].[C:11]1(=[O:17])[O:16][C:14](=[O:15])[CH:13]=[CH:12]1.[Sn]>O>[C:11]([O-:16])(=[O:17])/[CH:12]=[CH:13]\[C:14]([O-:10])=[O:15].[CH2:1]([Sn+2:5][CH2:6][CH2:7][CH2:8][CH3:9])[CH2:2][CH2:3][CH3:4] |f:4.5,^3:17|. Reported procedure: The foregoing procedure was repeated using 124.35 g. (0.5 mole) of di-n-butyltin oxide and 24.5 g. (0.25 mole) of maleic anhydride with 100 cc. water as the reaction medium. In this instance the water and maleic anhydride were combined and heated to 50° C. to dissolve the anhydride. The solution was then cooled to 30° C., at which time the di-n-butyltin oxide was added. The resultant mixture was then heated to the boiling point (98° C.) and maintained at that temperature for 2 hours with stirrin... The reactants are CC(C)C[AlH]CC(C)C (DIBAL-H), COC(=O)C=1C=2C=CN(C2C=C(C1)Cl)C(=O)OC(C)(C)C (6-Chloro-indole-1,4-dicarboxylic acid 1-tert-butyl ester 4-methyl ester), CC(C)C[AlH]CC(C)C (DIBAL-H). Solvent: O1CCCC1 (tetrahydrofuran). Run at temperature -78 celsius, time 30 minute. The product is C(C)(C)(C)OC(=O)N1C=CC2=C(C=C(C=C12)Cl)CO (6-Chloro-4-hydroxymethyl-indole-1-carboxylic acid tert-butyl ester). As a reaction SMILES: C[O:2][C:3]([C:5]1[C:6]2[CH:7]=[CH:8][N:9]([C:15]([O:17][C:18]([CH3:21])([CH3:20])[CH3:19])=[O:16])[C:10]=2[CH:11]=[C:12]([Cl:14])[CH:13]=1)=O.CC(C[AlH]CC(C)C)C>O1CCCC1>[C:18]([O:17][C:15]([N:9]1[C:10]2[C:6](=[C:5]([CH2:3][OH:2])[CH:13]=[C:12]([Cl:14])[CH:11]=2)[CH:7]=[CH:8]1)=[O:16])([CH3:21])([CH3:19])[CH3:20]. Procedure details: 6-Chloro-indole-1,4-dicarboxylic acid 1-tert-butyl ester 4-methyl ester 13.2 g (42 mmol) is dissolved in 200 mL of dry tetrahydrofuran and cooled to −78° C. The reaction is equipped with a dropping funnel and the reaction purged with nitrogen. DIBAL-H (85 mL, 1.5 M/L 128 mmol) is added via a syringe to the dropping funnel and the reagent added over the course of 10 minutes. The reaction is stirred for 30 minutes then tested via LC/MS for completion. An additional two equivalents of DIBAL-H is ad... The reactants are O=C([O-])[O-], C1COCCO1, Cc1cc(N)cc(-c2cncs2)c1, COc1ccc(Cn2cc(-c3ccnc(Cl)n3)nn2)cc1, [Cs+], [Cs+], CC(=O)[O-], CC(=O)[O-], [Pd+2]. Yields the product COc1ccc(Cn2cc(-c3ccnc(Nc4cc(C)cc(-c5cncs5)c4)n3)nn2)cc1. Reaction SMILES: [C:35](=[O:36])([O-:37])[O-:38].[CH2:41]1[O:42][CH2:43][CH2:44][O:45][CH2:46]1.[CH3:1][c:2]1[cH:3][c:4]([NH2:5])[cH:6][c:7](-[c:9]2[cH:10][n:11][cH:12][s:13]2)[cH:8]1.[Cl:14][c:15]1[n:16][cH:17][cH:18][c:19](-[c:21]2[n:22][n:23][n:24]([CH2:26][c:27]3[cH:28][cH:29][c:30]([O:33][CH3:34])[cH:31][cH:32]3)[cH:25]2)[n:20]1.[Cs+:39].[Cs+:40].[O-:48][C:49]([CH3:50])=[O:51].[O-:52][C:53]([CH3:54])=[O:55].[Pd+2:47]>>[CH3:1][c:2]1[cH:3][c:4]([NH:5][c:15]2[n:16][cH:17][cH:18][c:19](-[c:21]3[n:22][n:23][n:24]([CH2:26][c:27]4[cH:28][cH:29][c:30]([O:33][CH3:34])[cH:31][cH:32]4)[cH:25]3)[n:20]2)[cH:6][c:7](-[c:9]2[cH:10][n:11][cH:12][s:13]2)[cH:8]1. Reactants: ClC=1N=NC(=CC1)N1CCN(CC1)C1=CC=C(C=C1)OC (3-chloro-6-[4-(4-methoxyphenyl)-1-piperazinyl]pyridazine), [O-2].[Ca+2] (calcium oxide), [H][H] (hydrogen). The reagents and catalysts are [Pd] (palladium-on-charcoal). Solvent: CO (methanol). Yields the product COC1=CC=C(C=C1)N1CCN(CC1)C=1N=NC=CC1 (3-[4-(4-methoxyphenyl)-1-piperazinyl]pyridazine). Yield: 63.2%. RXN SMILES: Cl[C:2]1[N:3]=[N:4][C:5]([N:8]2[CH2:13][CH2:12][N:11]([C:14]3[CH:19]=[CH:18][C:17]([O:20][CH3:21])=[CH:16][CH:15]=3)[CH2:10][CH2:9]2)=[CH:6][CH:7]=1.[O-2].[Ca+2].[H][H]>[Pd].CO>[CH3:21][O:20][C:17]1[CH:16]=[CH:15][C:14]([N:11]2[CH2:12][CH2:13][N:8]([C:5]3[N:4]=[N:3][CH:2]=[CH:7][CH:6]=3)[CH2:9][CH2:10]2)=[CH:19][CH:18]=1 |f:1.2|. Reported procedure: A mixture of 7.3 parts of 3-chloro-6-[4-(4-methoxyphenyl)-1-piperazinyl]pyridazine, 2 parts of calcium oxide and 200 parts of methanol was hydrogenated at normal pressure and at room temperature with 2 parts of palladium-on-charcoal catalyst 10%. After the calculated amount of hydrogen was taken up, the catalyst was filtered off over Hyflo and the filtrate was evaporated. The residue was crystallized from 2-propanol, yielding 4.1 parts (63.2%) of 3-[4-(4-methoxyphenyl)-1-piperazinyl]pyridazine; ... Reaction SMILES: [F:1][C:2]([F:19])([F:18])[C:3]([NH:5][C@H:6]([C:9]([NH:11][CH2:12][C:13]1[S:14][CH:15]=[CH:16][N:17]=1)=[O:10])[CH2:7][OH:8])=[O:4].[C:20](OC(=O)C)(=[O:22])[CH3:21]>N1C=CC=CC=1>[C:20]([O:8][CH2:7][C@@H:6]([C:9]([NH:11][CH2:12][C:13]1[S:14][CH:15]=[CH:16][N:17]=1)=[O:10])[NH:5][C:3](=[O:4])[C:2]([F:18])([F:1])[F:19])(=[O:22])[CH3:21]. Yields the product C(C)(=O)OC[C@H](NC(C(F)(F)F)=O)C(=O)NCC=1SC=CN1 (2-[(O -acetyl-N-trifluoroacetyl-L-seryl)amino]methylthiazole). Starting materials: FC(C(=O)N[C@@H](CO)C(=O)NCC=1SC=CN1)(F)F (2-[(N-trifluoroacetyl-L-seryl)amino]methylthiazole), C(C)(=O)OC(C)=O (acetic anhydride). Solvent: N1=CC=CC=C1 (pyridine). Conditions: time 14 hour. Reported procedure: To the solution of 1.518 g of 2-[(N-trifluoroacetyl-L-seryl)amino]methylthiazole in 18 ml of pyridine was added 1.8 ml of acetic anhydride, and the mixture was stirred at room temperature for 14 hours. After the reaction mixture was concentrated to dryness under reduced pressure, it was dissolved in 40 ml of methylene chloride and washed with 25 ml of a saturated aqueous sodium hydrogen carbonate solution. The aqueous layer was re-extracted with 30 ml of methylene chloride. The combined organic ...